Dataset: the Open Reaction Database (ORD), a public repository of structured organic reaction records. Task: describe an organic reaction: reactants, conditions, products, and yield Starting materials: ClCCN(P(=O)(Cl)Cl)CCCl (di(2-chloroethyl)phosphoramidic dichloride), C1(=CC=CC=C1)O (phenol), C1(=CC=CC=C1)C (toluene). Run in C(C)N(CC)CC (triethylamine). Conditions: time 4 hour. Product: Phenyl-di(2chloroethyl)phosphoramidic chloride. As a reaction SMILES: [Cl:1][CH2:2][CH2:3][N:4]([CH2:9][CH2:10][Cl:11])[P:5]([Cl:8])([Cl:7])=[O:6].[C:12]1(O)[CH:17]=[CH:16][CH:15]=[CH:14][CH:13]=1.C1(C)C=CC=CC=1>C(N(CC)CC)C>[C:12]1([ClH:7][P:5]([Cl:8])([N:4]([CH2:9][CH2:10][Cl:11])[CH2:3][CH2:2][Cl:1])=[O:6])[CH:17]=[CH:16][CH:15]=[CH:14][CH:13]=1. Procedure details: Cyclohexylammonium Hydrogen N,N-di-(2-chloroethyl)phosphorodiamidate synthesis. 25 g of bis(2-chloroethyl)amine hydrochloride in 65 ml of oxyphosphorus chloride was heated to reflux for 12 hours. The excess oxyphosphorus was removed by evaporation. Di(2-chloroethyl)phosphoramidic dichloride was crystallized from petroleum ether and acetone (1:1). It was recrystallized 3 times with the same solvent. 14.5 g of white crystals were obtained, m.p. 54°-56° C. This melting point was the same as that pr... Starting materials: O=C([O-])O, N#C[Cu], Nc1ccc(C(F)(F)F)c(C(F)(F)F)c1, O=N[O-], [Na+], [Na+], N#C[Na], [Ni+2], O=S(=O)([O-])[O-], O, O=S(=O)(O)O. The product is N#Cc1ccc(C(F)(F)F)c(C(F)(F)F)c1. RXN SMILES: [C:31](=[O:32])([O-:33])[OH:34].[Cu:28][C:29]#[N:30].[F:1][C:2]([c:3]1[cH:4][c:5]([NH2:6])[cH:7][cH:8][c:9]1[C:10]([F:11])([F:12])[F:13])([F:14])[F:15].[N:21]([O-:22])=[O:23].[Na+:24].[Na+:35].[Na:25][C:26]#[N:27].[Ni+2:37].[O-:38][S:39](=[O:40])(=[O:41])[O-:42].[OH2:36].[S:16](=[O:17])(=[O:18])([OH:19])[OH:20]>>[F:1][C:2]([c:3]1[cH:4][c:5]([C:26]#[N:27])[cH:7][cH:8][c:9]1[C:10]([F:11])([F:12])[F:13])([F:14])[F:15]. Starting materials: BrC=1C(=NC2=CC=C(C=C2N1)C(=O)OC)C1=CC=CC=C1 (methyl 3-bromo-2-phenylquinoxaline-6-carboxylate), CN1CCNCCC1 (1-methyl-1,4-diazepane), CCN(C(C)C)C(C)C (DIEA). Run in CN(C=O)C (N,N-dimethylformamide). Run at temperature 100 celsius, time 8 hour. Product: CN1CCN(CCC1)C=1C(=NC2=CC=C(C=C2N1)C(=O)OC)C1=CC=CC=C1 (Methyl 3-(4-methyl-1,4-diazepan-1-yl)-2-phenylquinoxaline-6-carboxylate). As a reaction SMILES: Br[C:2]1[C:3]([C:16]2[CH:21]=[CH:20][CH:19]=[CH:18][CH:17]=2)=[N:4][C:5]2[C:10]([N:11]=1)=[CH:9][C:8]([C:12]([O:14][CH3:15])=[O:13])=[CH:7][CH:6]=2.[CH3:22][N:23]1[CH2:29][CH2:28][CH2:27][NH:26][CH2:25][CH2:24]1.CCN(C(C)C)C(C)C>CN(C)C=O>[CH3:22][N:23]1[CH2:29][CH2:28][CH2:27][N:26]([C:2]2[C:3]([C:16]3[CH:21]=[CH:20][CH:19]=[CH:18][CH:17]=3)=[N:4][C:5]3[C:10]([N:11]=2)=[CH:9][C:8]([C:12]([O:14][CH3:15])=[O:13])=[CH:7][CH:6]=3)[CH2:25][CH2:24]1. Procedure details: Into a 8-mL sealed tube, was placed a solution of methyl 3-bromo-2-phenylquinoxaline-6-carboxylate (150 mg, 0.44 mmol, 1.00 equiv) in N,N-dimethylformamide (4 mL), 1-methyl-1,4-diazepane (100.3 mg, 0.88 mmol, 2.00 equiv), DIEA (170.3 mg, 1.32 mmol, 3.00 equiv). The resulting solution was stirred overnight at 100° C. in an oil bath. The resulting solution was concentrated under vacuum. The residue was applied onto a silica gel column with dichloromethane/methanol (20:1). This resulted in 126.6 mg... Starting materials: FC(F)(F)C(F)(F)CCCCCCCCOCc1ccccc1, ClCCl, CN(C)c1ccccc1, Cl[Al](Cl)Cl, Cl. The product is OCCCCCCCCC(F)(F)C(F)(F)F. As a reaction SMILES: [CH2:1]([c:2]1[cH:3][cH:4][cH:5][cH:6][cH:7]1)[O:8][CH2:9][CH2:10][CH2:11][CH2:12][CH2:13][CH2:14][CH2:15][CH2:16][C:17]([C:18]([F:19])([F:20])[F:21])([F:22])[F:23].[CH2:38]([Cl:39])[Cl:40].[CH3:24][N:25]([c:26]1[cH:27][cH:28][cH:29][cH:30][cH:31]1)[CH3:32].[Cl:33][Al:34]([Cl:35])[Cl:36].[ClH:37]>>[OH:8][CH2:9][CH2:10][CH2:11][CH2:12][CH2:13][CH2:14][CH2:15][CH2:16][C:17]([C:18]([F:19])([F:20])[F:21])([F:22])[F:23]. Starting materials: CN(C)C=O, COC(=O)c1cc2ccc(O)cc2[nH]1, BrCC1CC1, [Na+], C1CCOC1, [OH-], O. Product: COC(=O)c1cc2ccc(OCC3CC3)cc2[nH]1. As a reaction SMILES: [CH3:28][N:29]([CH3:30])[CH:31]=[O:32].[CH3:6][O:7][C:8](=[O:9])[c:10]1[nH:11][c:12]2[cH:13][c:14]([OH:19])[cH:15][cH:16][c:17]2[cH:18]1.[CH:22]1([CH2:23][Br:24])[CH2:25][CH2:26]1.[Na+:21].[O:1]1[CH2:2][CH2:3][CH2:4][CH2:5]1.[OH-:20].[OH2:27]>>[CH2:2]([CH:3]1[CH2:4][CH2:5]1)[O:19][c:14]1[cH:13][c:12]2[nH:11][c:10]([C:8]([O:7][CH3:6])=[O:9])[cH:18][c:17]2[cH:16][cH:15]1. Reactants: [NH4+], CCOC(=O)c1cnc(-c2ccccc2OCC(C)C)[nH]c1=O, [OH-]. Yields the product CC(C)COc1ccccc1-c1ncc(C(N)=O)c(=O)[nH]1. RXN SMILES: [NH4+:24].[O:1]=[c:2]1[c:3]([C:19]([O:21][CH2:20][CH3:22])=[O:23])[cH:4][n:5][c:6](-[c:8]2[c:9]([O:14][CH2:15][CH:16]([CH3:17])[CH3:18])[cH:10][cH:11][cH:12][cH:13]2)[nH:7]1.[OH-:25]>>[O:1]=[c:2]1[c:3]([C:19](=[O:21])[NH2:24])[cH:4][n:5][c:6](-[c:8]2[c:9]([O:14][CH2:15][CH:16]([CH3:17])[CH3:18])[cH:10][cH:11][cH:12][cH:13]2)[nH:7]1.